From a dataset of the Open Reaction Database (ORD), a public repository of structured organic reaction records. describe an organic reaction: reactants, conditions, products, and yield Reactants: ClC1=CC=C(C(F)(F)F)C=C1, OB(O)C1=CC=C(OC)C=C1. Conditions: temperature 60 celsius, time 0.75 hour. Run in C1COCCO1 (dioxane), C1COCCO1 (dioxane), C1COCCO1 (dioxane), C1COCCO1 (dioxane). Procedure: pre-ligate Ni(cod)2 and phosphine ligand in dioxane for 15 minutes in a separate plate The yield is 25.0%. Yields the product FC(C(C=C1)=CC=C1C2=CC=C(OC)C=C2)(F)F. The reagents and catalysts are O (water), O=P([O-])([O-])[O-].[K+].[K+].[K+] (K3PO4), C1=C\CC/C=C\CC/1.C1=C\CC/C=C\CC/1.[Ni] (Ni(cod)2), CN(c1cccc(c1c1ccccc1P(C1CCCCC1)C1CCCCC1)N(C)C)C (CPhos).